From a dataset of the Open Reaction Database (ORD), a public repository of structured organic reaction records. describe an organic reaction: reactants, conditions, products, and yield Starting materials: CCCCCC, [Li+], C1CCOC1, C[Si](C)(C)C#CC=CC#CCOC1CCCCO1, [OH-], O, O. Product: C#CC=CC#CCOC1CCCCO1. RXN SMILES: [CH3:22][CH2:23][CH2:24][CH2:25][CH2:26][CH3:27].[Li+:3].[O:28]1[CH2:29][CH2:30][CH2:31][CH2:32]1.[O:4]1[CH:5]([O:10][CH2:11][C:12]#[C:13][CH:14]=[CH:15][C:16]#[C:17][Si:18]([CH3:19])([CH3:20])[CH3:21])[CH2:6][CH2:7][CH2:8][CH2:9]1.[OH-:2].[OH2:1].[OH2:33]>>[O:4]1[CH:5]([O:10][CH2:11][C:12]#[C:13][CH:14]=[CH:15][C:16]#[CH:17])[CH2:6][CH2:7][CH2:8][CH2:9]1. The reactants are Cl.C(C)N=C=NCCCN(C)C (1-Ethyl-3-(3-dimethylaminopropyl)carbodiimide hydrochloride), O.ON1N=NC2=C1C=CC=C2 (1-hydroxybenzotriazole hydrate), [N+](=O)([O-])C=1C=C(C(=O)O)C=C(C1)OC (3-nitro-5-methoxybenzoic acid), N1CCOCC1 (morpholine), crude material. Solvent: C(Cl)Cl (DCM), C1CCOC1 (THF). Run at time 25 minute. Yields the product COC=1C=C(C(=O)N2CCOCC2)C=C(C1)[N+](=O)[O-] (4-(3-methoxy-5-nitrobenzoyl)morpholine). As a reaction SMILES: [N+:1]([C:4]1[CH:5]=[C:6]([CH:10]=[C:11]([O:13][CH3:14])[CH:12]=1)[C:7]([OH:9])=O)([O-:3])=[O:2].Cl.C(N=C=NCCCN(C)C)C.O.ON1C2C=CC=CC=2N=N1.[NH:38]1[CH2:43][CH2:42][O:41][CH2:40][CH2:39]1>C1COCC1.C(Cl)Cl>[CH3:14][O:13][C:11]1[CH:10]=[C:6]([CH:5]=[C:4]([N+:1]([O-:3])=[O:2])[CH:12]=1)[C:7]([N:38]1[CH2:43][CH2:42][O:41][CH2:40][CH2:39]1)=[O:9] |f:1.2,3.4|. Procedure details: 3-nitro-5-methoxybenzoic acid (900 mg; 4.57 mmol; 1 eq; commercially available IMPAMEX) is dissolved in THF (5 mL) at room temperature. 1-Ethyl-3-(3-dimethylaminopropyl)carbodiimide hydrochloride (1.05 g; 5.48 mmol; 1.2 eq) and 1-hydroxybenzotriazole hydrate (987 mg; 7.3 mmol; 1.6 eq) are added in DCM (20 mL). The reaction mixture is stirred at room temperature for 25 min before adding morpholine (795.44 mg; 9.13 mmol; 2 eq). After 3 h, the reaction mixture is quenched with water and the organic... The reactants are CC(O)C(NC(=O)OC(C)(C)C)C(=O)OCC(=O)c1ccccc1, COc1ccc(CC(C(=O)O)N(C)C(=O)OCc2ccccc2)cc1, CN(C)c1ccncc1, C(=NC1CCCCC1)=NC1CCCCC1, ClCCl. Yields the product COc1ccc(CC(C(=O)OC(C)C(NC(=O)OC(C)(C)C)C(=O)OCC(=O)c2ccccc2)N(C)C(=O)OCc2ccccc2)cc1. Reaction SMILES: [CH2:1]([C:2](=[O:3])[c:4]1[cH:5][cH:6][cH:7][cH:8][cH:9]1)[O:10][C:11]([CH:12]([NH:13][C:14](=[O:15])[O:16][C:17]([CH3:18])([CH3:19])[CH3:20])[CH:21]([OH:22])[CH3:23])=[O:24].[CH2:25]([c:26]1[cH:27][cH:28][cH:29][cH:30][cH:31]1)[O:32][C:33](=[O:34])[N:35]([CH:36]([CH2:37][c:38]1[cH:39][cH:40][c:41]([O:44][CH3:45])[cH:42][cH:43]1)[C:46](=[O:47])[OH:48])[CH3:49].[CH3:68][N:69]([c:70]1[cH:71][cH:72][n:73][cH:74][cH:75]1)[CH3:76].[CH:50]1([N:51]=[C:52]=[N:53][CH:54]2[CH2:55][CH2:56][CH2:57][CH2:58][CH2:59]2)[CH2:60][CH2:61][CH2:62][CH2:63][CH2:64]1.[Cl:65][CH2:66][Cl:67]>>[CH2:1]([C:2](=[O:3])[c:4]1[cH:5][cH:6][cH:7][cH:8][cH:9]1)[O:10][C:11]([CH:12]([NH:13][C:14](=[O:15])[O:16][C:17]([CH3:18])([CH3:19])[CH3:20])[CH:21]([O:22][C:46]([CH:36]([N:35]([C:33]([O:32][CH2:25][c:26]1[cH:27][cH:28][cH:29][cH:30][cH:31]1)=[O:34])[CH3:49])[CH2:37][c:38]1[cH:39][cH:40][c:41]([O:44][CH3:45])[cH:42][cH:43]1)=[O:47])[CH3:23])=[O:24]. Starting materials: Cl.NCC1=C(C(=CC(=C1)C(C)(C)C)I)O (2-aminomethyl-4-(1,1-dimethylethyl)-6-iodophenol hydrochloride), Cl.NCC1=C(C(=CC(=C1)C(C)(C)C)SC)O (2-aminomethyl-4-(1,1-dimethylethyl)-6-(methylthio)phenol hydrochloride). The product is CSC1=C(C(C=O)=CC(=C1)C(C)(C)C)O (3-methylthio-5-(1,1-dimethylethyl)salicylaldehyde). As a reaction SMILES: Cl.NCC1C=C(C(C)(C)C)C=C(I)C=1[OH:15].Cl.N[CH2:18][C:19]1[CH:24]=[C:23]([C:25]([CH3:28])([CH3:27])[CH3:26])[CH:22]=[C:21]([S:29][CH3:30])[C:20]=1[OH:31]>>[CH3:30][S:29][C:21]1[CH:22]=[C:23]([C:25]([CH3:28])([CH3:27])[CH3:26])[CH:24]=[C:19]([CH:18]=[O:15])[C:20]=1[OH:31] |f:0.1,2.3|. Procedure details: This compound is prepared essentially by the same procedure as described in Example 3, Step A, except that the 2-aminomethyl-4-(1,1-dimethylethyl)-6-iodophenol hydrochloride is replaced by 2-aminomethyl-4-(1,1-dimethylethyl)-6-(methylthio)phenol hydrochloride. Thereby is obtained 3-methylthio-5-(1,1-dimethylethyl)salicylaldehyde. Starting materials: 2.56, C(CCC)(=O)Cl (butyrylchloride), O (water), CC(CCO)C1=CC=C(C=C1)OCC1=CC=CC=C1 ((+)-3-methyl-3-(4benzyloxyphenyl)propanol), compound ( V ). Run in N1=CC=CC=C1 (pyridine). The product is C(C1=CC=CC=C1)OC1=CC=C(C=C1)C(CCOC(CCC)=O)C ((+)-4-benzyloxy-l-(1-methyl-3-butyryloxypropyl) benzene). Yield: 95.0%. RXN SMILES: [CH3:1][CH:2]([C:6]1[CH:11]=[CH:10][C:9]([O:12][CH2:13][C:14]2[CH:19]=[CH:18][CH:17]=[CH:16][CH:15]=2)=[CH:8][CH:7]=1)[CH2:3][CH2:4][OH:5].[C:20](Cl)(=[O:24])[CH2:21][CH2:22][CH3:23].O>N1C=CC=CC=1>[CH2:13]([O:12][C:9]1[CH:10]=[CH:11][C:6]([CH:2]([CH3:1])[CH2:3][CH2:4][O:5][C:20](=[O:24])[CH2:21][CH2:22][CH3:23])=[CH:7][CH:8]=1)[C:14]1[CH:19]=[CH:18][CH:17]=[CH:16][CH:15]=1. Procedure details: 2.56 (10 millimols) of (+)-3-methyl-3-(4benzyloxyphenyl)propanol (XI-1) obtained in Preparation Example (starting material compound (V)) 1, was dissolved in 20 ml of pyridine and 1.38 g (13 millimols) of butyrylchloride was added at 30°-40° C. and reacted for 2 hours. The reaction mixture was poured into 200 ml of water and extracted with 200 ml of toluene and separated and then washed with, in the order, 1N aqueous solution of hydrochloric acid, water, 5% aqueous solution of sodium bicarbonate ... The reactants are O=C1CCC(=O)N1C(=O)OCc1ccccc1, CC#N, NC1CCC(O)C1. The product is O=C(NC1CCC(O)C1)OCc1ccccc1. RXN SMILES: [CH2:8]([c:9]1[cH:10][cH:11][cH:12][cH:13][cH:14]1)[O:15][C:16](=[O:17])[N:18]1[C:19](=[O:20])[CH2:21][CH2:22][C:23]1=[O:24].[CH3:25][C:26]#[N:27].[OH:1][CH:2]1[CH2:3][CH:4]([NH2:7])[CH2:5][CH2:6]1>>[OH:1][CH:2]1[CH2:3][CH:4]([NH:7][C:16]([O:15][CH2:8][c:9]2[cH:10][cH:11][cH:12][cH:13][cH:14]2)=[O:17])[CH2:5][CH2:6]1. Starting materials: CCOC(=O)c1ccc(CBr)cc1, O=C([O-])[O-], CN(C)C=O, Cl, [K+], [K+], Sc1nnc(S)s1. Yields the product CCOC(=O)c1ccc(CSc2nnc(S)s2)cc1. Reaction SMILES: [Br:14][CH2:15][c:16]1[cH:17][cH:18][c:19]([C:20](=[O:21])[O:22][CH2:23][CH3:24])[cH:25][cH:26]1.[C:8](=[O:9])([O-:10])[O-:11].[CH3:28][N:29]([CH3:30])[CH:31]=[O:32].[ClH:27].[K+:12].[K+:13].[SH:1][c:2]1[s:3][c:4]([SH:7])[n:5][n:6]1>>[S:1]([c:2]1[s:3][c:4]([SH:7])[n:5][n:6]1)[CH2:15][c:16]1[cH:17][cH:18][c:19]([C:20](=[O:21])[O:22][CH2:23][CH3:24])[cH:25][cH:26]1. Starting materials: CN(C)CCC(O)c1ccc(-c2ccncc2)cc1, O=C=Nc1cc(Cl)cc(Cl)c1, ClCCl. Yields the product CN(C)CCC(OC(=O)Nc1cc(Cl)cc(Cl)c1)c1ccc(-c2ccncc2)cc1. Reaction SMILES: [CH3:1][N:2]([CH2:3][CH2:4][CH:5]([OH:6])[c:7]1[cH:8][cH:9][c:10](-[c:13]2[cH:14][cH:15][n:16][cH:17][cH:18]2)[cH:11][cH:12]1)[CH3:19].[Cl:20][c:21]1[cH:22][c:23]([N:28]=[C:29]=[O:30])[cH:24][c:25]([Cl:27])[cH:26]1.[Cl:31][CH2:32][Cl:33]>>[CH3:1][N:2]([CH2:3][CH2:4][CH:5]([O:6][C:29]([NH:28][c:23]1[cH:22][c:21]([Cl:20])[cH:26][c:25]([Cl:27])[cH:24]1)=[O:30])[c:7]1[cH:8][cH:9][c:10](-[c:13]2[cH:14][cH:15][n:16][cH:17][cH:18]2)[cH:11][cH:12]1)[CH3:19]. Reported procedure: Potassium carbonate (2.49 g, 18 mmol) was added to a solution of 2-bromo-N-heptylacetamide (3.30 g, 15 mmol) obtained in Example 16 and 1-(3-hydroxypropyl)piperazine (2.16 g, 15 mmol) in acetonitrile (60 ml) and the mixture was stirred at room temperature for 15 hours. The reaction solution was concentrated and the residue was extracted with ethyl acetate. The organic layer was washed with water and saturated sodium chloride solution successively and dried over anhydrous sodium carbonate and the... Reaction conditions: time 15 hour. Product: C(CCCCCC)NC(CN1CCN(CC1)CCCO)=O (N-heptyl-2-[4-[3-hydroxypropyl]piperazin-1-yl]acetamide). The yield is 97.5%. As a reaction SMILES: C(=O)([O-])[O-].[K+].[K+].Br[CH2:8][C:9]([NH:11][CH2:12][CH2:13][CH2:14][CH2:15][CH2:16][CH2:17][CH3:18])=[O:10].[OH:19][CH2:20][CH2:21][CH2:22][N:23]1[CH2:28][CH2:27][NH:26][CH2:25][CH2:24]1>C(#N)C>[CH2:12]([NH:11][C:9](=[O:10])[CH2:8][N:26]1[CH2:27][CH2:28][N:23]([CH2:22][CH2:21][CH2:20][OH:19])[CH2:24][CH2:25]1)[CH2:13][CH2:14][CH2:15][CH2:16][CH2:17][CH3:18] |f:0.1.2|. Starting materials: C([O-])([O-])=O.[K+].[K+] (Potassium carbonate), BrCC(=O)NCCCCCCC (2-bromo-N-heptylacetamide), OCCCN1CCNCC1 (1-(3-hydroxypropyl)piperazine). The solvent is C(C)#N (acetonitrile). The reactants are BrC1=C(C#N)C=CC=C1 (2-bromobenzonitrile), OO (hydrogen peroxide), CC1=CC=C(C=C1)B(O)O (4-methylphenylboronic acid), C([O-])([O-])=O.[Na+].[Na+] (sodium carbonate). The reagents and catalysts are [Pd].C1(=CC=CC=C1)P(C1=CC=CC=C1)C1=CC=CC=C1.C1(=CC=CC=C1)P(C1=CC=CC=C1)C1=CC=CC=C1.C1(=CC=CC=C1)P(C1=CC=CC=C1)C1=CC=CC=C1.C1(=CC=CC=C1)P(C1=CC=CC=C1)C1=CC=CC=C1 (tetrakis[triphenylphosphine] palladium). The solvent is C1(=CC=CC=C1)C (toluene), C(C)O (ethanol). Run at time 8 hour. Yields the product CC1=CC=C(C=C1)C1=C(C=CC=C1)C#N (4-methyl-2'-cyanobiphenyl). RXN SMILES: Br[C:2]1[CH:9]=[CH:8][CH:7]=[CH:6][C:3]=1[C:4]#[N:5].[CH3:10][C:11]1[CH:16]=[CH:15][C:14](B(O)O)=[CH:13][CH:12]=1.C(=O)([O-])[O-].[Na+].[Na+].OO>[Pd].C1(P(C2C=CC=CC=2)C2C=CC=CC=2)C=CC=CC=1.C1(P(C2C=CC=CC=2)C2C=CC=CC=2)C=CC=CC=1.C1(P(C2C=CC=CC=2)C2C=CC=CC=2)C=CC=CC=1.C1(P(C2C=CC=CC=2)C2C=CC=CC=2)C=CC=CC=1.C(O)C.C1(C)C=CC=CC=1>[CH3:10][C:11]1[CH:16]=[CH:15][C:14]([C:2]2[CH:9]=[CH:8][CH:7]=[CH:6][C:3]=2[C:4]#[N:5])=[CH:13][CH:12]=1 |f:2.3.4,6.7.8.9.10|. Reported procedure: Equimolar amounts of 2-bromobenzonitrile and 4-methylphenylboronic acid are combined with tetrakis[triphenylphosphine] palladium, toluene, sodium carbonate and ethanol and refluxed vigorously, with stirring for 6 to 12 hours, preferably overnight. The mixture is allowed to cool to 10° to 30° C., preferably ambient temperature and hydrogen peroxide is added. The mixture is stirred, extracted with ether, washed with water, and dried over magnesium sulphate to produce an oil, 4-methyl-2'-cyanobiphe...